This data is from the Open Reaction Database (ORD), a public repository of structured organic reaction records. The task is: describe an organic reaction: reactants, conditions, products, and yield The solvent is C1(=CC(=CC(=C1)C)C)C (mesitylene). Reported procedure: A solution of methyl (2Z)-2-azido-3-[2-(methylthio)pyridin-3-yl]prop-2-enoate (1.00 g, 4.00 mmol) in mesitylene (50 mL) was heated at 160° C. for a period of 1 h. The reaction mixture was cooled to room temperature then to 0° C., the precipitate was filtered and washed with cold mesitylene to provide the title compound. The reactants are N(=[N+]=[N-])\C(\C(=O)OC)=C/C=1C(=NC=CC1)SC (methyl (2Z)-2-azido-3-[2-(methylthio)pyridin-3-yl]prop-2-enoate). As a reaction SMILES: [N:1](/[C:4](=[CH:9]\[C:10]1[C:11]([S:16][CH3:17])=[N:12][CH:13]=[CH:14][CH:15]=1)/[C:5]([O:7][CH3:8])=[O:6])=[N+]=[N-]>C1(C)C=C(C)C=C(C)C=1>[CH3:17][S:16][C:11]1[C:10]2[CH:9]=[C:4]([C:5]([O:7][CH3:8])=[O:6])[NH:1][C:15]=2[CH:14]=[CH:13][N:12]=1. Yields the product CSC1=NC=CC2=C1C=C(N2)C(=O)OC (methyl 4-(methylthio)-1H-pyrrolo[3,2-c]pyridine-2-carboxylate). Reactants: CC(C(=O)N)(C)OC1=CC(=CC=C1)[N+](=O)[O-] (2-methyl-2-(3-nitrophenoxy)propanamide), C(C)[SiH](CC)CC (triethylsilane). Reagents/catalysts: [Pd] (Pd—C). Solvent: CO (MeOH). Conditions: time 30 minute. The product is NC=1C=C(OC(C(=O)N)(C)C)C=CC1 (2-(3-aminophenoxy)-2-methylpropanamide). Isolated yield 65.4%. RXN SMILES: [CH3:1][C:2]([O:7][C:8]1[CH:13]=[CH:12][CH:11]=[C:10]([N+:14]([O-])=O)[CH:9]=1)([CH3:6])[C:3]([NH2:5])=[O:4].C([SiH](CC)CC)C>CO.[Pd]>[NH2:14][C:10]1[CH:9]=[C:8]([CH:13]=[CH:12][CH:11]=1)[O:7][C:2]([CH3:6])([CH3:1])[C:3]([NH2:5])=[O:4]. Procedure: To a stirred solution of 2-methyl-2-(3-nitrophenoxy)propanamide (0.910 g, 4.06 mmol) in MeOH (15 ml) was added Pd—C (10%, 0.346 g) and triethylsilane (6.48 ml, 40.6 mmol) (slow addition) at room temperature. The reaction mixture was stirred at same temperature for 30 min. and filtered through celite, washed with methanol (50 ml). The Filtrate was concentrated under vacuum to get the crude compound. The crude compound was purified by flash chromatography to give the title product (0.516 g). The reactants are [Al+3], ClCCl, [F-], [H-], [H-], [H-], [H-], [Li+], [Na+], C1CCOC1, CCOC(=O)CC1CCC2(CC1)OCCO2, O. The product is OCCC1CCC2(CC1)OCCO2. As a reaction SMILES: [Al+3:2].[Cl:31][CH2:32][Cl:33].[F-:23].[H-:1].[H-:4].[H-:5].[H-:6].[Li+:3].[Na+:24].[O:26]1[CH2:27][CH2:28][CH2:29][CH2:30]1.[O:7]1[CH2:8][CH2:9][O:10][C:11]12[CH2:12][CH2:13][CH:14]([CH2:17][C:18](=[O:19])[O:20][CH2:21][CH3:22])[CH2:15][CH2:16]2.[OH2:25]>>[O:7]1[CH2:8][CH2:9][O:10][C:11]12[CH2:12][CH2:13][CH:14]([CH2:17][CH2:18][OH:19])[CH2:15][CH2:16]2. Reactants: BrC1=NC2=C(N1)C=CC=C2 (2-bromo-1H-benzo[d]imidazole), C(C=C)Br (allyl bromide), O1CCOCC1 (1,4-dioxane), [OH-].[Na+] (sodium hydroxide). Solvent: C(C)(=O)OCC (ethyl acetate). Conditions: temperature 100 celsius, time 2 hour. Product: C(C=C)N1C(=NC2=C1C=CC=C2)Br (1-allyl-2-bromo-1H-benzo[d]imidazole). Yield: 51.9%. As a reaction SMILES: [Br:1][C:2]1[NH:6][C:5]2[CH:7]=[CH:8][CH:9]=[CH:10][C:4]=2[N:3]=1.[CH2:11](Br)[CH:12]=[CH2:13].O1CCOCC1.[OH-].[Na+]>C(OCC)(=O)C>[CH2:13]([N:3]1[C:4]2[CH:10]=[CH:9][CH:8]=[CH:7][C:5]=2[N:6]=[C:2]1[Br:1])[CH:12]=[CH2:11] |f:3.4|. Reported procedure: A mixture of 2-bromo-1H-benzo[d]imidazole (0.400 g, 2.04 mmol), allyl bromide (0.35 mL, 4.08 mmol), 1,4-dioxane (15 mL), and 2 M aqueous sodium hydroxide solution (15 mL, 3.00 mmol) stirred for 2 h at 100° C. The reaction mixture was cooled to room temperature and diluted with ethyl acetate (50 mL). The organic phase was separated and washed with brine (30 mL), dried over anhydrous sodium sulfate, filtered, and concentrated under vacuum. The residue was purified via preparative thin layer chroma... Reactants: C(C1=CC=CC=C1)N(CC1=CC=CC=C1)[C@H](C)[C@H](CCCCCCCCCCCCCCC)O ((2R,3S)-2-(N,N-Dibenzylamino)-3-octadecanol), NO (aminoalcohol). The product is N[C@H](C)[C@H](CCCCCCCCCCCCCCC)O ((2R,3S)-2-Amino-3-octadecanol). The yield is 111.4%. RXN SMILES: C([N:8]([C@@H:16]([C@@H:18]([OH:34])[CH2:19][CH2:20][CH2:21][CH2:22][CH2:23][CH2:24][CH2:25][CH2:26][CH2:27][CH2:28][CH2:29][CH2:30][CH2:31][CH2:32][CH3:33])[CH3:17])CC1C=CC=CC=1)C1C=CC=CC=1.NO>>[NH2:8][C@@H:16]([C@@H:18]([OH:34])[CH2:19][CH2:20][CH2:21][CH2:22][CH2:23][CH2:24][CH2:25][CH2:26][CH2:27][CH2:28][CH2:29][CH2:30][CH2:31][CH2:32][CH3:33])[CH3:17]. Procedure details: According to the method of Example 27, from N,N-dibenzylamine 80 (256 mg, 0.55 mmol), aminoalcohol 81was obtained as a white solid (175 mg, 92% yield). Reactants: N[C@@H](C)C1=NN2C(C(N1C1=CC=CC=C1)=O)=C(C=C2)C ((S)-2-(1-Aminoethyl)-5-methyl-3-phenylpyrrolo[2,1-f][1,2,4]triazin-4(3H)-one), [F-].[Cs+] (cesium fluoride), NC1=NC=NC(=C1C(=O)NC1=CC(=C(C=C1)C1=CN=CO1)O)Br (4-amino-6-bromo-N-(3-hydroxy-4-(oxazol-5-yl)phenyl)pyrimidine-5-carboxamide), CCN(C(C)C)C(C)C (DIEA). Solvent: C(C)(C)(C)O (tert-butanol), C(C)(=O)OCC (ethyl acetate). Run at temperature 120 celsius, time 8 hour. Yields the product NC1=NC=NC(=C1C(=O)NC1=CC(=C(C=C1)C1=CN=CO1)O)N[C@@H](C)C1=NN2C(C(N1C1=CC=CC=C1)=O)=C(C=C2)C ((S)-4-Amino-N-(3-hydroxy-4-(oxazol-5-yl)phenyl)-6-((1-(5-methyl-4-oxo-3-phenyl-3,4-dihydropyrrolo[2,1-f][1,2,4]triazin-2-yl)ethyl)amino)pyrimidine-5-carboxamide). The yield is 1.4%. RXN SMILES: [NH2:1][C@H:2]([C:4]1[N:9]([C:10]2[CH:15]=[CH:14][CH:13]=[CH:12][CH:11]=2)[C:8](=[O:16])[C:7]2=[C:17]([CH3:20])[CH:18]=[CH:19][N:6]2[N:5]=1)[CH3:3].[NH2:21][C:22]1[C:27]([C:28]([NH:30][C:31]2[CH:36]=[CH:35][C:34]([C:37]3[O:41][CH:40]=[N:39][CH:38]=3)=[C:33]([OH:42])[CH:32]=2)=[O:29])=[C:26](Br)[N:25]=[CH:24][N:23]=1.CCN(C(C)C)C(C)C.[F-].[Cs+]>C(O)(C)(C)C.C(OCC)(=O)C>[NH2:21][C:22]1[C:27]([C:28]([NH:30][C:31]2[CH:36]=[CH:35][C:34]([C:37]3[O:41][CH:40]=[N:39][CH:38]=3)=[C:33]([OH:42])[CH:32]=2)=[O:29])=[C:26]([NH:1][C@H:2]([C:4]2[N:9]([C:10]3[CH:15]=[CH:14][CH:13]=[CH:12][CH:11]=3)[C:8](=[O:16])[C:7]3=[C:17]([CH3:20])[CH:18]=[CH:19][N:6]3[N:5]=2)[CH3:3])[N:25]=[CH:24][N:23]=1 |f:3.4|. Procedure: (S)-2-(1-Aminoethyl)-5-methyl-3-phenylpyrrolo[2,1-f][1,2,4]triazin-4(3H)-one (100 mg, 0.37 mmol), 4-amino-6-bromo-N-(3-hydroxy-4-(oxazol-5-yl)phenyl)pyrimidine-5-carboxamide (220 mg, 0.58 mmol), DIEA (325 μl, 1.87 mmol) and cesium fluoride (113 mg, 0.74 mmol) were suspended in tert-butanol (10 ml) and the mixture was stirred overnight at 120° C. in a sealed tube. The reaction mixture was diluted with ethyl acetate and washed with water and brine. After evaporation of the solvent, the residue was... Reactants: FC1=C(OC2=CC(=NC=N2)NC(=O)N2CCN(CC2)C2CN(C2)C)C=CC(=C1)[N+](=O)[O-] (4-(1-methylazetidin-3-yl)piperazine-1-carboxylic acid [6-(2-fluoro-4-nitrophenoxy)pyrimidin-4-yl]amide). The reagents and catalysts are [OH-].[Pd+2].[OH-] (palladium hydroxide). Solvent: O1CCCC1 (tetrahydrofuran). Run at time 7 hour. Product: NC1=CC(=C(OC2=CC(=NC=N2)NC(=O)N2CCN(CC2)C2CN(C2)C)C=C1)F (4-(1-Methylazetidin-3-yl)piperazine-1-carboxylic acid [6-(4-amino-2-fluorophenoxy)pyrimidin-4-yl]amide). The yield is 49.5%. RXN SMILES: [F:1][C:2]1[CH:28]=[C:27]([N+:29]([O-])=O)[CH:26]=[CH:25][C:3]=1[O:4][C:5]1[N:10]=[CH:9][N:8]=[C:7]([NH:11][C:12]([N:14]2[CH2:19][CH2:18][N:17]([CH:20]3[CH2:23][N:22]([CH3:24])[CH2:21]3)[CH2:16][CH2:15]2)=[O:13])[CH:6]=1>O1CCCC1.[OH-].[Pd+2].[OH-]>[NH2:29][C:27]1[CH:26]=[CH:25][C:3]([O:4][C:5]2[N:10]=[CH:9][N:8]=[C:7]([NH:11][C:12]([N:14]3[CH2:15][CH2:16][N:17]([CH:20]4[CH2:23][N:22]([CH3:24])[CH2:21]4)[CH2:18][CH2:19]3)=[O:13])[CH:6]=2)=[C:2]([F:1])[CH:28]=1 |f:2.3.4|. Procedure details: After adding 20% palladium hydroxide (150 mg) to a solution of 4-(1-methylazetidin-3-yl)piperazine-1-carboxylic acid [6-(2-fluoro-4-nitrophenoxy)pyrimidin-4-yl]amide (69.1 mg) in tetrahydrofuran, the mixture was stirred for 7 hours at room temperature under a hydrogen atmosphere. The catalyst was then filtered. The filtrate was concentrated to provide the title compound (31.8 mg, 64.2%) as a yellow oil. Starting materials: O=C([O-])[O-], CCOC(=O)CNCc1ccccc1, CCOC(=O)CCC(=O)Cl, [K+], [K+], C1CCOC1, O. Product: CCOC(=O)CCC(=O)N(CC(=O)OCC)Cc1ccccc1. RXN SMILES: [C:1](=[O:2])([O-:3])[O-:4].[CH2:7]([c:8]1[cH:9][cH:10][cH:11][cH:12][cH:13]1)[NH:14][CH2:15][C:16](=[O:17])[O:18][CH2:19][CH3:20].[Cl:21][C:22]([CH2:23][CH2:24][C:25](=[O:26])[O:27][CH2:28][CH3:29])=[O:30].[K+:5].[K+:6].[O:31]1[CH2:32][CH2:33][CH2:34][CH2:35]1.[OH2:36]>>[CH2:7]([c:8]1[cH:9][cH:10][cH:11][cH:12][cH:13]1)[N:14]([CH2:15][C:16](=[O:17])[O:18][CH2:19][CH3:20])[C:22]([CH2:23][CH2:24][C:25](=[O:26])[O:27][CH2:28][CH3:29])=[O:30]. Starting materials: Cl.C(N)(=O)CNC(=O)C=1C=C2C(CC3(CCNCC3)OC2=CC1)=O (N-Carbamoylmethyl-4-oxospiro[chroman-2,4′-piperidine]-6-carboxamide hydrochloride), C=1C=CC2=C(C1)N=NN2O (HOBT), C(C)OC=1C=C(C(=O)O)C=C(C1C=1C=NN(C1)C)OCC (3,5-diethoxy-4-(1-methyl-1H-pyrazol-4-yl)benzoic acid), CCN=C=NCCCN(C)C.Cl (WSC hydrochloride). Solvent: CN(C)C=O (DMF), C(C)N(CC)CC (triethylamine), O (Water). Reaction conditions: temperature 50 celsius, time 16 hour. The product is C(N)(=O)CNC(=O)C=1C=C2C(CC3(CCN(CC3)C(=O)C3=CC(=C(C(=C3)OCC)C=3C=NN(C3)C)OCC)OC2=CC1)=O (N-Carbamoylmethyl-1′-{[3,5-diethoxy-4-(1-methyl-1H-pyrazol-4-yl)phenyl]carbonyl}-4-oxospiro[chroman-2,4′-piperidine]-6-carboxamide). As a reaction SMILES: Cl.[C:2]([CH2:5][NH:6][C:7]([C:9]1[CH:10]=[C:11]2[C:21](=[CH:22][CH:23]=1)[O:20][C:14]1([CH2:19][CH2:18][NH:17][CH2:16][CH2:15]1)[CH2:13][C:12]2=[O:24])=[O:8])(=[O:4])[NH2:3].[CH2:25]([O:27][C:28]1[CH:29]=[C:30]([CH:34]=[C:35]([O:43][CH2:44][CH3:45])[C:36]=1[C:37]1[CH:38]=[N:39][N:40]([CH3:42])[CH:41]=1)[C:31](O)=[O:32])[CH3:26].CCN=C=NCCCN(C)C.Cl.C1C=CC2N(O)N=NC=2C=1>CN(C=O)C.O.C(N(CC)CC)C>[C:2]([CH2:5][NH:6][C:7]([C:9]1[CH:10]=[C:11]2[C:21](=[CH:22][CH:23]=1)[O:20][C:14]1([CH2:19][CH2:18][N:17]([C:31]([C:30]3[CH:34]=[C:35]([O:43][CH2:44][CH3:45])[C:36]([C:37]4[CH:38]=[N:39][N:40]([CH3:42])[CH:41]=4)=[C:28]([O:27][CH2:25][CH3:26])[CH:29]=3)=[O:32])[CH2:16][CH2:15]1)[CH2:13][C:12]2=[O:24])=[O:8])(=[O:4])[NH2:3] |f:0.1,3.4|. Procedure: N-Carbamoylmethyl-4-oxospiro[chroman-2,4′-piperidine]-6-carboxamide hydrochloride (354 mg), 3,5-diethoxy-4-(1-methyl-1H-pyrazol-4-yl)benzoic acid (145 mg), WSC hydrochloride (115 mg), HOBT (91.2 mg) and triethylamine (0.209 mL) were suspended in DMF (3 mL), and stirred at 50° C. for 16 hours. Water was added to it, the formed solid was taken out through filtration, and the resulting solid was purified through silica gel column chromatography (chloroform/methanol), and crystallized from chlorofor...